The task is: describe an organic reaction: reactants, conditions, products, and yield. This data is from the Open Reaction Database (ORD), a public repository of structured organic reaction records. Reactants: IC1=NNC2=NC=NC(=C21)N (3-iodo-1H-pyrazolo[3,4-d]pyrimidin-4-amine), FC1(C[C@H](N(C1)C(=O)OC(C)(C)C)CO)F (tert-butyl (2S)-4,4-difluoro-2-(hydroxymethyl)pyrrolidine-1-carboxylate), CC(C)OC(=O)/N=N/C(=O)OC(C)C (DIAD). The solvent is C1CCOC1 (THF). Run at time 8 hour. Product: NC1=C2C(=NC=N1)N(N=C2I)C[C@H]2N(CC(C2)(F)F)C(=O)OC(C)(C)C (tert-butyl (2S)-2-([4-amino-3-iodo-1H-pyrazolo[3,4-d]-pyrimidin-1-yl]methyl)-4,4-difluoropyrrolidine-1-carboxylate). The yield is 20.8%. Reaction SMILES: [I:1][C:2]1[C:10]2[C:5](=[N:6][CH:7]=[N:8][C:9]=2[NH2:11])[NH:4][N:3]=1.[F:12][C:13]1([F:27])[CH2:17][N:16]([C:18]([O:20][C:21]([CH3:24])([CH3:23])[CH3:22])=[O:19])[C@H:15]([CH2:25]O)[CH2:14]1.CC(OC(/N=N/C(OC(C)C)=O)=O)C>C1COCC1>[NH2:11][C:9]1[N:8]=[CH:7][N:6]=[C:5]2[N:4]([CH2:25][C@@H:15]3[CH2:14][C:13]([F:27])([F:12])[CH2:17][N:16]3[C:18]([O:20][C:21]([CH3:22])([CH3:24])[CH3:23])=[O:19])[N:3]=[C:2]([I:1])[C:10]=12. Procedure: Under nitrogen, to a solution of 3-iodo-1H-pyrazolo[3,4-d]pyrimidin-4-amine (2.61 g, 10.00 mmol, 1.00 equiv), tert-butyl (2S)-4,4-difluoro-2-(hydroxymethyl)pyrrolidine-1-carboxylate (2.37 g, 9.99 mmol, 1.00 equiv) and TPP (4 g, 15.2 mmol, 1.50 equiv) in THF was DIAD (3.00 g, 15.0 mmol, 1.50 equiv) at 0° C. in 30 min. The resulting solution was stirred overnight at room temperature. The mixture was then concentrated under vacuum and the residue was applied onto a silica gel column with dichlorome...